This data is from the Open Reaction Database (ORD), a public repository of structured organic reaction records. The task is: describe an organic reaction: reactants, conditions, products, and yield Reactants: C(C1=CC=CC=C1)N1CCC(CC1)=O (1-benzyl-4-oxo-piperidine), CC(C#N)(O)C (acetone cyanohydrin), FC1=CC=C(C=C1)N (4-fluorophenylamine), C1(=CC=CC=C1)C (toluene). Run in O (water). Run at temperature 50 celsius. Product: C(C1=CC=CC=C1)N1CCC(CC1)(C#N)NC1=CC=C(C=C1)F (1-benzyl-4-(4-fluoro-phenylamino)-piperidine-4-carbonitrile). As a reaction SMILES: [CH2:1]([N:8]1[CH2:13][CH2:12][C:11](=O)[CH2:10][CH2:9]1)[C:2]1[CH:7]=[CH:6][CH:5]=[CH:4][CH:3]=1.[F:15][C:16]1[CH:21]=[CH:20][C:19]([NH2:22])=[CH:18][CH:17]=1.C1(C)C=CC=CC=1.CC(C)(O)[C:32]#[N:33]>O>[CH2:1]([N:8]1[CH2:13][CH2:12][C:11]([NH:22][C:19]2[CH:20]=[CH:21][C:16]([F:15])=[CH:17][CH:18]=2)([C:32]#[N:33])[CH2:10][CH2:9]1)[C:2]1[CH:7]=[CH:6][CH:5]=[CH:4][CH:3]=1. Reported procedure: Combine 1-benzyl-4-oxo-piperidine (100 mmol), 4-fluorophenylamine (110 mmol), and toluene (300 mL). Heat at reflux for 3 h with azeotropic removal of water. Cool to 50° C. Add acetone cyanohydrin (277 mmol). Slowly distill away the acetone. Concentrate the solvent in vacuo to obtain a residue. Chromatograph on silica gel to obtain the title compound. The reactants are CC(C(=O)O)C(C(=O)O)C (2,3-dimethylsuccinic acid), [NH4+] (ammonium), Cl (hydrochloric acid). Run in C(C)(=O)OCC (ethyl acetate). Conditions: temperature 60 celsius, time 1 hour. The product is CC1C(=O)NC(C1C)=O (2,3-dimethylsuccinimide). RXN SMILES: [CH3:1][CH:2]([CH:6]([CH3:10])[C:7](O)=[O:8])[C:3](O)=[O:4].[NH4+:11].Cl>C(OCC)(=O)C>[CH3:1][CH:2]1[CH:6]([CH3:10])[C:7](=[O:8])[NH:11][C:3]1=[O:4]. Reported procedure: 1 g of 2,3-dimethylsuccinic acid (a mixture of D-, L-, and meso-isomers) was added to 10 ml of 28% aqueous ammonium solution. The mixture was heated and stirred at about 60° C. for 1 hour. After cooling, to the reaction mixture was added aqueous hydrochloric acid solution so as to neutralize, and then the mixture was extrated twice with 10 ml of ethyl acetate. The extract was concentrated to obtain 0.73 g of 2,3-dimethylsuccinimide (a mixture of D-, L, and meso-isomers). The reactants are CCC#CCC1(Cl)C(=O)CCCC1=O, [Na+], [Na+], O=C([O-])[O-], Cc1ccccc1C. Product: CCC#CCC1=CCCC1=O. RXN SMILES: [Cl:1][C:2]1([CH2:10][C:11]#[C:12][CH2:13][CH3:14])[C:3](=[O:9])[CH2:4][CH2:5][CH2:6][C:7]1=[O:8].[Na+:15].[Na+:16].[O-:17][C:18](=[O:19])[O-:20].[c:21]1([CH3:22])[c:23]([CH3:24])[cH:25][cH:26][cH:27][cH:28]1>>[C:2]1([CH2:10][C:11]#[C:12][CH2:13][CH3:14])=[CH:4][CH2:5][CH2:6][C:7]1=[O:8]. Starting materials: FC(C(=O)O)(F)F.C(Cl)Cl (trifluoroacetic acid CH2Cl2), 4R-(1S-hydroxy-prop-2-ynyl)-2,2,5R-trimethyl-oxazolidine-3-carboxylic acid tert-butyl ester, FC=1C(=C2/C(/C(NC2=CC1)=O)=C/C=1NC=CC1OC)I ((Z)-1,3-dihydro-5-fluoro-4-iodo-3-[(3-methoxy-1H-pyrrol-2-yl)methylene]-2H-indol-2-one), FC=1C(=C2/C(/C(NC2=CC1)=O)=C/C=1NC=CC1OC)I ((Z)-1,3-dihydro-5-fluoro-4-iodo-3-[(3-methoxy-1H-pyrrol-2-yl)methylene]-2H-indol-2-one). The reagents and catalysts are O (water), C=1C=CC(=CC1)[P](C=2C=CC=CC2)(C=3C=CC=CC3)[Pd]([P](C=4C=CC=CC4)(C=5C=CC=CC5)C=6C=CC=CC6)([P](C=7C=CC=CC7)(C=8C=CC=CC8)C=9C=CC=CC9)[P](C=1C=CC=CC1)(C=1C=CC=CC1)C=1C=CC=CC1 ((Ph3P)4Pd). Run in C(Cl)Cl (CH2Cl2), CCN(CC)CC (Et3N), CN(C)C=O (DMF). Run at temperature 0 celsius, time 1.5 hour. The product is N[C@H]([C@H](C#CC1=C2/C(/C(NC2=CC=C1F)=O)=C/C=1NC=CC1OC)O)[C@@H](C)O ((Z)-4-[(3S,4S,5R)-4-Amino-3,5-dihydroxy-1-hexynyl]-1,3-dihydro-5-fluoro-3-[(3-methoxy-1H-pyrrol-2-yl)methylene]-2H-indol-2-one). Reaction SMILES: [F:1][C:2]1[C:3](I)=[C:4]2[C:8](=[CH:9][CH:10]=1)[NH:7][C:6](=[O:11])/[C:5]/2=[CH:12]\[C:13]1[NH:14][CH:15]=[CH:16][C:17]=1[O:18][CH3:19].F[C:22](F)(F)[C:23]([OH:25])=O.C(Cl)Cl>C1C=CC([P]([Pd]([P](C2C=CC=CC=2)(C2C=CC=CC=2)C2C=CC=CC=2)([P](C2C=CC=CC=2)(C2C=CC=CC=2)C2C=CC=CC=2)[P](C2C=CC=CC=2)(C2C=CC=CC=2)C2C=CC=CC=2)(C2C=CC=CC=2)C2C=CC=CC=2)=CC=1.CN(C=O)C.CCN(CC)CC.C(Cl)Cl.O>[NH2:14][C@@H:13]([C@H:23]([OH:25])[CH3:22])[C@@H:17]([OH:18])[C:16]#[C:15][C:3]1[C:2]([F:1])=[CH:10][CH:9]=[C:8]2[C:4]=1/[C:5](=[CH:12]/[C:13]1[NH:14][CH:15]=[CH:16][C:17]=1[O:18][CH3:19])/[C:6](=[O:11])[NH:7]2 |f:1.2,^1:34,36,55,74|. Procedure details: Using Method C above, 4R-(1S-hydroxy-prop-2-ynyl)-2,2,5R-trimethyl-oxazolidine-3-carboxylic acid tert-butyl ester (0.2 g, 0.65 mmol) (Example 105A above) was coupled with (Z)-1,3-dihydro-5-fluoro-4-iodo-3-[(3-methoxy-1H-pyrrol-2-yl)methylene]-2H-indol-2-one (0.1 g, 0.26 mmol) (Starting Material 6) using (Ph3P)4Pd (30 mg) (Aldrich) and Cul (6 mg) as catalyst in DMF (5 mL) and Et3N (5 mL) as solvent at 85° C. for 18 h. To the resulting compound in CH2Cl2 (10 mL) was added a 1:1 mixture of trifluor... Reactants: BrC=1C=C2C(=C(N(C(C2=CC1)=O)CC1=CC=C(C=C1)S(=O)(=O)C)C(=O)O)C1=CC=CC=C1 (6-bromo-2-(4-methanesulfonylbenzyl)-1-oxo-4-phenyl-1,2-dihydroisoquinoline-3-carboxylic acid), N1=C(C=CC=C1)CO (2-pyridinemethanol). Product: N1=C(C=CC=C1)COC(=O)C=1N(C(C2=CC=C(C=C2C1C1=CC=CC=C1)Br)=O)CC1=CC=C(C=C1)S(=O)(=O)C (6-bromo-2-(4-methanesulfonylbenzyl)-1-oxo-4-phenyl-1,2-dihydroisoquinoline-3-carboxylic acid pyridin-2-ylmethyl ester). RXN SMILES: [Br:1][C:2]1[CH:3]=[C:4]2[C:9](=[CH:10][CH:11]=1)[C:8](=[O:12])[N:7]([CH2:13][C:14]1[CH:19]=[CH:18][C:17]([S:20]([CH3:23])(=[O:22])=[O:21])=[CH:16][CH:15]=1)[C:6]([C:24]([OH:26])=[O:25])=[C:5]2[C:27]1[CH:32]=[CH:31][CH:30]=[CH:29][CH:28]=1.[N:33]1[CH:38]=[CH:37][CH:36]=[CH:35][C:34]=1[CH2:39]O>>[N:33]1[CH:38]=[CH:37][CH:36]=[CH:35][C:34]=1[CH2:39][O:25][C:24]([C:6]1[N:7]([CH2:13][C:14]2[CH:15]=[CH:16][C:17]([S:20]([CH3:23])(=[O:21])=[O:22])=[CH:18][CH:19]=2)[C:8](=[O:12])[C:9]2[C:4]([C:5]=1[C:27]1[CH:28]=[CH:29][CH:30]=[CH:31][CH:32]=1)=[CH:3][C:2]([Br:1])=[CH:11][CH:10]=2)=[O:26]. Procedure details: The present compound was synthesized by a method similar to that in Example 200 and using 6-bromo-2-(4-methanesulfonylbenzyl)-1-oxo-4-phenyl-1,2-dihydroisoquinoline-3-carboxylic acid and 2-pyridinemethanol. Reaction SMILES: [N:1]1([CH2:31][CH2:32][C:33]([OH:35])=[O:34])[CH2:6][CH2:5][CH:4]([CH2:7][CH2:8][CH2:9][CH:10]2[CH2:15][CH2:14][N:13]([CH2:16][CH2:17][C:18]([OH:20])=[O:19])[CH:12]([CH2:21][CH2:22][C:23]([OH:25])=[O:24])[CH2:11]2)[CH2:3][CH:2]1[CH2:26][CH2:27][C:28]([OH:30])=[O:29].C([C:43](C(OC(C)(C)C)=O)([CH2:46][NH2:47])[CH2:44][NH2:45])(OC(C)(C)C)=O.Cl>CO>[N:1]1([CH2:31][CH2:32][C:33]([OH:35])=[O:34])[CH2:6][CH2:5][CH:4]([CH2:7][CH2:8][CH2:9][CH:10]2[CH2:15][CH2:14][N:13]([CH2:16][CH2:17][C:18]([OH:20])=[O:19])[CH:12]([CH2:21][CH2:22][C:23]([OH:25])=[O:24])[CH2:11]2)[CH2:3][CH:2]1[CH2:26][CH2:27][C:28]([OH:30])=[O:29].[NH2:45][CH2:44][CH2:43][CH2:46][NH2:47] |f:0.1,4.5|. The solvent is CO (methanol). The product is N1(C(CC(CC1)CCCC1CC(N(CC1)CCC(=O)O)CCC(=O)O)CCC(=O)O)CCC(=O)O.NCCCN (4,4′-trimethylene dipiperidine bispropanoic acid 1,3-diamino propane). Reaction conditions: temperature 50 celsius, time 10 hour. The reactants are N1(C(CC(CC1)CCCC1CC(N(CC1)CCC(=O)O)CCC(=O)O)CCC(=O)O)CCC(=O)O.C(=O)(OC(C)(C)C)C(CN)(CN)C(=O)OC(C)(C)C (4,4′-trimethylene dipiperidine bispropanoic acid bis-boc-1,3-diamino propane), Cl (HCl). Isolated yield 122.7%. Procedure: To 0.55 g of 4,4′-trimethylene dipiperidine bispropanoic acid-bis-boc-1,3-diamino propane dissolved in 5 mL of methanol was added 0.5 mL of concentrated HCl and the reaction mixture was stirred at 50° C. for 10 hours. After removal of the solvent under reduced pressure, the residue was dissolved in 10 mL of methanol/water (1:1) and was treated with 5 g of Amberlyst OH 26 resin. After stirring at room temperature for 3 hours, the resin was filtered off. The filtrate was evaporated dryness and the...